Dataset: the Open Reaction Database (ORD), a public repository of structured organic reaction records. Task: describe an organic reaction: reactants, conditions, products, and yield Starting materials: C(C)(C)(C)C1CCC(CC1)OC=1C=C2C=CC(=CC2=CC1)[C@]1(NC(OC1)=O)C ((R)-4-[6-(4-tert-butyl-cyclohexyloxy)-naphthalen-2-yl]-4-methyl-oxazolidin-2-one), [H-].[Na+] (sodium hydride), [H-].[Na+] (sodium hydride), CI (methyl iodide). Solvent: C1CCOC1 (THF), CN(C)C=O (DMF). Conditions: time 2 hour. The product is C(C)(C)(C)C1CCC(CC1)OC=1C=C2C=CC(=CC2=CC1)[C@]1(N(C(OC1)=O)C)C ((R)-4-[6-(4-tert-butyl-cyclohexyloxy)-naphthalen-2-yl]-3,4-dimethyl-oxazolidin-2-one). Isolated yield 106.5%. As a reaction SMILES: [C:1]([CH:5]1[CH2:10][CH2:9][CH:8]([O:11][C:12]2[CH:13]=[C:14]3[C:19](=[CH:20][CH:21]=2)[CH:18]=[C:17]([C@:22]2([CH3:28])[CH2:26][O:25][C:24](=[O:27])[NH:23]2)[CH:16]=[CH:15]3)[CH2:7][CH2:6]1)([CH3:4])([CH3:3])[CH3:2].[H-].[Na+].[CH3:31]I>C1COCC1.CN(C=O)C>[C:1]([CH:5]1[CH2:6][CH2:7][CH:8]([O:11][C:12]2[CH:13]=[C:14]3[C:19](=[CH:20][CH:21]=2)[CH:18]=[C:17]([C@:22]2([CH3:28])[CH2:26][O:25][C:24](=[O:27])[N:23]2[CH3:31])[CH:16]=[CH:15]3)[CH2:9][CH2:10]1)([CH3:4])([CH3:2])[CH3:3] |f:1.2|. Procedure details: To a solution of (R)-4-[6-(4-tert-butyl-cyclohexyloxy)-naphthalen-2-yl]-4-methyl-oxazolidin-2-one (73 mg, 0.19 mmol) in THF (1 mL) and DMF (1 mL) was added sodium hydride (60% in mineral oil, 12 mg, 0.29 mmol). After the mixture was stirred at room temperature for 2 hrs, methyl iodide (60 μL, 0.96 mmol) was added. The mixture was stirred at room temperature for 3 hrs. LCMS showed about 30% of conversion. Additional sodium hydride (60% in mineral oil, 50 mg) was added. After the mixture was stirr... The reactants are CC(=O)C (acetone), Cl.N1C(=NC=C1)CC1=CC=C(C=CC(=O)O)C=C1 (4-(1-imidazolylmethyl)cinnamic acid hydrochloride). Run in O (water), aqueous solution. Reaction conditions: time 8 hour. Yields the product O.Cl.N1C(=NC=C1)CC1=CC=C(C=CC(=O)O)C=C1 (4-(1-imidazolylmethyl)cinnamic acid hydrochloride monohydrate). Reaction SMILES: CC(C)=[O:3].[ClH:5].[NH:6]1[CH:10]=[CH:9][N:8]=[C:7]1[CH2:11][C:12]1[CH:22]=[CH:21][C:15]([CH:16]=[CH:17][C:18]([OH:20])=[O:19])=[CH:14][CH:13]=1>O>[OH2:3].[ClH:5].[NH:6]1[CH:10]=[CH:9][N:8]=[C:7]1[CH2:11][C:12]1[CH:22]=[CH:21][C:15]([CH:16]=[CH:17][C:18]([OH:20])=[O:19])=[CH:14][CH:13]=1 |f:1.2,4.5.6|. Reported procedure: In 60 ml of aqueous solution of acetone having water content of 25% (V/V%), 10 g of 4-(1-imidazolylmethyl)cinnamic acid hydrochloride was dissolved by heating and then the solution was allowed to stand overnight at room temperature. The resulting precipitates were collected by filtration and dried at room temperature for 3 hr under reduced pressure to obtain 7.0 g of 4-(1-imidazolylmethyl)cinnamic acid hydrochloride monohydrate. This product had the same IR-absorption spectrum and NMR spectrum a... The reactants are P(=O)(Cl)(Cl)Cl (phosphorus oxychloride), C(C)(C)N(C(C)C)CC (N,N-diisopropylethylamine), C1(=CC=CC=C1)C1=C(C(NC2=CC=C(C=C12)C(F)(F)F)=O)C1=NN=NN1 (4-Phenyl-3-(1H-tetrazol-5-yl)-6-trifluoromethyl-1H-quinolin-2-one). Solvent: C1(=CC=CC=C1)C (toluene), C1(=CC=CC=C1)C (toluene). Reaction conditions: temperature 70 celsius. Yields the product ClC1=NC2=CC=C(C=C2C(=C1C1=NN=NN1)C1=CC=CC=C1)C(F)(F)F (2-Chloro-4-phenyl-3-(1H-tetrazol-5-yl)-6-trifluoromethyl-quinoline). Yield: 63.6%. RXN SMILES: [C:1]1([C:7]2[C:16]3[C:11](=[CH:12][CH:13]=[C:14]([C:17]([F:20])([F:19])[F:18])[CH:15]=3)[NH:10][C:9](=O)[C:8]=2[C:22]2[NH:26][N:25]=[N:24][N:23]=2)[CH:6]=[CH:5][CH:4]=[CH:3][CH:2]=1.P(Cl)(Cl)([Cl:29])=O.C(N(CC)C(C)C)(C)C>C1(C)C=CC=CC=1>[Cl:29][C:9]1[C:8]([C:22]2[NH:26][N:25]=[N:24][N:23]=2)=[C:7]([C:1]2[CH:2]=[CH:3][CH:4]=[CH:5][CH:6]=2)[C:16]2[C:11](=[CH:12][CH:13]=[C:14]([C:17]([F:19])([F:18])[F:20])[CH:15]=2)[N:10]=1. Procedure: 4-Phenyl-3-(1H-tetrazol-5-yl)-6-trifluoromethyl-1H-quinolin-2-one (160 mg, 448 μmol) was twice co-evaporated with toluene (5 ml). Then toluene (5 ml), phosphorus oxychloride (446 mg, 271 μl, 2.91 mmol) and N,N-diisopropylethylamine (72.3 mg, 97.8 μl, 560 μmol) were added and the mixture was heated to 70° C. for 5 h. Then all volatiles were removed and toluene (5 ml) was added and evaporated twice. Then ethanol (5 ml) was added and evaporated. Water and methanol were added to the remaining residu... The reactants are C(C)OC(=O)C1CCC(CC1)CNC(=O)C=1C(=NC=CC1)OC1=CC(=CC=C1)Cl (4-({[2-(3-Chloro-phenoxy)-pyridine-3-carbonyl]-amino}-methyl)-cyclohexanecarboxylic acid ethyl ester), C[Li] (methyl lithium), C(C)OCC (diethyl ether). The solvent is O1CCCC1 (tetrahydrofuran). Conditions: temperature -78 celsius, time 2 hour. Yields the product ClC=1C=C(OC2=C(C(=O)NCC3CCC(CC3)C(C)(C)O)C=CC=N2)C=CC1 (2-(3-Chloro-phenoxy)-N-[4-(1-hydroxy-1-methyl-ethyl)-cyclohexylmethyl]-nicotinamide). RXN SMILES: C(OC([CH:6]1[CH2:11][CH2:10][CH:9]([CH2:12][NH:13][C:14]([C:16]2[C:17]([O:22][C:23]3[CH:28]=[CH:27][CH:26]=[C:25]([Cl:29])[CH:24]=3)=[N:18][CH:19]=[CH:20][CH:21]=2)=[O:15])[CH2:8][CH2:7]1)=O)C.[CH3:30][Li].C([O:34][CH2:35][CH3:36])C>O1CCCC1>[Cl:29][C:25]1[CH:24]=[C:23]([CH:28]=[CH:27][CH:26]=1)[O:22][C:17]1[N:18]=[CH:19][CH:20]=[CH:21][C:16]=1[C:14]([NH:13][CH2:12][CH:9]1[CH2:10][CH2:11][CH:6]([C:35]([OH:34])([CH3:36])[CH3:30])[CH2:7][CH2:8]1)=[O:15]. Procedure: To a 4-({[2-(3-Chloro-phenoxy)-pyridine-3-carbonyl]-amino}-methyl)-cyclohexanecarboxylic acid ethyl ester (0.220 grams, 0.53 mmole) in tetrahydrofuran (5 ml) at −78° C. 1.4 M methyl lithium in diethyl ether (1.13 ml, 1.58 mmole) was added dropwise to keep the temperature below −60° C. and stirred at −78° C. for 2 hours and allowed to warm to room temperature. The mixture was quenched with sat'd NH4Cl and extracted with ethyl acetate. The combined organics were washed with water and brine, dried ... Starting materials: C(CCCCCCC)C=1C=NC(=NC1)C1=CC=C(C=C1)OCCCOCC(F)(F)OC(C(OC(C(OC(F)(F)F)(F)F)(F)F)(F)F)(F)F (5-Octyl-2-[4-(3-(2-(2-(2-(trifluoromethoxy)tetrafluoroethoxy)tetrafluoroethoxy)-2,2-difluoroethoxy)propoxy)phenyl]pyrimidine), C(CCCCCCC)OC=1C=NC(=NC1)C1=CC=C(C=C1)O (5-octyloxy-2-(4-hydroxyphenyl)pyrimidine). The solvent is CN(C=O)C (dimethylformamide). Reaction conditions: temperature 120 celsius, time 8 hour. Product: C(CCCCCCC)OC=1C=NC(=NC1)C1=CC=C(C=C1)OCCCOCC(F)(F)OC(C(OC(C(OC(F)(F)F)(F)F)(F)F)(F)F)(F)F (5-Octyloxy-2-[4-(3-(2-(2-(2-(trifluoromethoxy)tetrafluoroethoxy)tetrafluoroethoxy)-2,2-difluoroethoxy)propoxy)phenyl]pyrimidine). Reaction SMILES: C(C1C=NC(C2C=CC(O[CH2:22][CH2:23][CH2:24][O:25][CH2:26][C:27]([O:30][C:31]([F:48])([F:47])[C:32]([F:46])([F:45])[O:33][C:34]([F:44])([F:43])[C:35]([F:42])([F:41])[O:36][C:37]([F:40])([F:39])[F:38])([F:29])[F:28])=CC=2)=NC=1)CCCCCCC.[CH2:49]([O:57][C:58]1[CH:59]=[N:60][C:61]([C:64]2[CH:69]=[CH:68][C:67]([OH:70])=[CH:66][CH:65]=2)=[N:62][CH:63]=1)[CH2:50][CH2:51][CH2:52][CH2:53][CH2:54][CH2:55][CH3:56]>CN(C)C=O>[CH2:49]([O:57][C:58]1[CH:63]=[N:62][C:61]([C:64]2[CH:65]=[CH:66][C:67]([O:70][CH2:22][CH2:23][CH2:24][O:25][CH2:26][C:27]([O:30][C:31]([F:47])([F:48])[C:32]([F:45])([F:46])[O:33][C:34]([F:43])([F:44])[C:35]([F:41])([F:42])[O:36][C:37]([F:40])([F:39])[F:38])([F:29])[F:28])=[CH:68][CH:69]=2)=[N:60][CH:59]=1)[CH2:50][CH2:51][CH2:52][CH2:53][CH2:54][CH2:55][CH3:56]. Procedure details: The title compound was prepared essentially as in Example 1 by combining 3-(2-(2-(2-(trifluoromethoxy)tetrafluoroethoxy)tetrafluoroethoxy)-2,2-difluoroethoxy)-1-chloropropane (5.2 g, 10.9 mmol, Example 24) with 5-octyloxy-2-(4-hydroxyphenyl)pyrimidine (3 g, 10.0 mmol) in dimethylformamide and stirring at 120° C. overnight. The resulting product was further purified by Kugelrohr distillation (b.p. 195-210° C. at 0.3 torr), followed by recrystallization from ethanol and additional distillation (yi...